From a dataset of the Open Reaction Database (ORD), a public repository of structured organic reaction records. describe an organic reaction: reactants, conditions, products, and yield The reactants are S(=O)(=O)(O[O-])[O-].[K+].[K+] (Potassium peroxymonosulphate), C1SCC2=C1C=CC=C2 (1,3-dihydrobenzo[c]thiophene), C(C)O (ethanol). Solvent: O (Water), O (water). Reaction conditions: time 18 hour. Product: C1S(CC2=C1C=CC=C2)(=O)=O (1,3-dihydrobenzo[c]thiophene-2,2-dioxide). Isolated yield 59.9%. As a reaction SMILES: [S:1]([O-:6])(O[O-])(=O)=[O:2].[K+].[K+].[CH2:9]1[C:13]2[CH:14]=[CH:15][CH:16]=[CH:17][C:12]=2[CH2:11]S1.C(O)C>O>[CH2:9]1[C:13]2[CH:14]=[CH:15][CH:16]=[CH:17][C:12]=2[CH2:11][S:1]1(=[O:6])=[O:2] |f:0.1.2|. Reported procedure: Potassium peroxymonosulphate (110 g) was added portionwise to a mixture of 1,3-dihydrobenzo[c]thiophene (23 g; J. Amer. Chem. Soc., 81, 4266), ethanol (400 ml) and water (300 ml) and the mixture was stirred at ambient temperature for 18 hours. Water (400 ml) was added and the mixture was extracted with chloroform (3×100 ml). The combined organic extracts were washed with water, dried (MgSO4) and evaporated. The residue was recrystallised from ethyl acetate to give 1,3-dihydrobenzo[c]thiophene-2,... Product: [Cl-].FC1=CC2=C(C(=NC=3C=CNC(C23)=O)N[C@H]2C[NH2+]CCC2)C=C1 ((3R)-3-[(9-fluoro-1-oxo-1,2-dihydrobenzo[c]-1,6-naphthyridin-6-yl)amino]piperidinium chloride). Reaction SMILES: [Cl:1][C:2]1[N:11]=[CH:10][CH:9]=[C:8]2[C:3]=1[C:4]1[CH:16]=[C:15]([F:17])[CH:14]=[CH:13][C:5]=1[C:6](Cl)=[N:7]2.[NH2:18][C@@H:19]1[CH2:24][CH2:23][CH2:22][N:21](C(OC(C)(C)C)=O)[CH2:20]1.Cl.[O:33]1CCOCC1>C1COCC1>[Cl-:1].[F:17][C:15]1[CH:14]=[CH:13][C:5]2[C:6]([NH:18][C@@H:19]3[CH2:24][CH2:23][CH2:22][NH2+:21][CH2:20]3)=[N:7][C:8]3[CH:9]=[CH:10][NH:11][C:2](=[O:33])[C:3]=3[C:4]=2[CH:16]=1 |f:5.6|. Run in C1CCOC1 (THF). Starting materials: ClC1=C2C3=C(C(=NC2=CC=N1)Cl)C=CC(=C3)F (1,6-dichloro-9-fluorobenzo[c]-1,6-naphthyridine), N[C@H]1CN(CCC1)C(=O)OC(C)(C)C (tert-butyl (3R)-3-aminopiperidine-1-carboxylate), O1CCOCC1 (dioxane), crude material, Cl (HCl). Conditions: temperature 125 celsius. Procedure details: To a solution of 1,6-dichloro-9-fluorobenzo[c]-1,6-naphthyridine (320 mg, 1.2 mmol) in dioxane (8 mL) was added tert-butyl (3R)-3-aminopiperidine-1-carboxylate (960 mg, 4.79 mmol) and heated in a microwave reactor for 1 hr at 125° C. The solution was concentrated to provide the crude solid. The crude material was dissolved in THF (5 mL) and 6 N HCl 5 mL) and heated to 85° C. for 2 hr. Upon cooling the solution solidifies and the reaction mixture was triturated with Et2O and filtered to afford (3... The product is C(=O)(C(F)(F)F)O (TFA), [C@H]12N[C@H](C[C@@H]2C1)C=1NC=C(N1)C=1C=C2C=CC(=CC2=CC1)C=1C=C(C=CC1)C=1N=C(NC1)[C@H]1N[C@@H]2C[C@@H]2C1 ((1R,3S,5R)-3-(4-(3-(6-(2-((1S,3R,5S)-2-azabicyclo[3.1.0]hex-3-yl)-1H-imidazol-4-yl)-2-naphthyl)phenyl)-1H-imidazol-2-yl)-2-azabicyclo[3.1.0]hexane). Run at time 2 hour. Reactants: C(=O)(C(F)(F)F)O (TFA), C(C)(C)(C)OC(=O)N1[C@H]2C[C@H]2C[C@@H]1C=1NC=C(N1)C=1C=C2C=CC(=CC2=CC1)C=1C=C(C=CC1)C=1N=C(NC1)[C@H]1N([C@@H]2C[C@@H]2C1)C(=O)OC(C)(C)C (tert-butyl (1R,3S,5R)-3-(4-(3-(6-(2-((1S,3R,5S)-2-(tert-butoxycarbonyl)-2-azabicyclo[3.1.0]hex-3-yl)-1H-imidazol-4-yl)-2-naphthyl)phenyl)-1H-imidazol-2-yl)-2-azabicyclo[3.1.0]hexane-2-carboxylate). The solvent is C(Cl)Cl (DCM). Yield: 103.3%. RXN SMILES: [C:1]([OH:7])([C:3]([F:6])([F:5])[F:4])=[O:2].C(OC([N:15]1[C@@H:20]([C:21]2[NH:22][CH:23]=[C:24]([C:26]3[CH:27]=[C:28]4[C:33](=[CH:34][CH:35]=3)[CH:32]=[C:31]([C:36]3[CH:37]=[C:38]([C:42]5[N:43]=[C:44]([C@@H:47]6[CH2:52][C@@H:51]7[C@@H:49]([CH2:50]7)[N:48]6C(OC(C)(C)C)=O)[NH:45][CH:46]=5)[CH:39]=[CH:40][CH:41]=3)[CH:30]=[CH:29]4)[N:25]=2)[CH2:19][C@H:18]2[C@@H:16]1[CH2:17]2)=O)(C)(C)C>C(Cl)Cl>[C:1]([OH:7])([C:3]([F:6])([F:5])[F:4])=[O:2].[C@H:16]12[CH2:17][C@H:18]1[CH2:19][C@H:20]([C:21]1[NH:22][CH:23]=[C:24]([C:26]3[CH:27]=[C:28]4[C:33](=[CH:34][CH:35]=3)[CH:32]=[C:31]([C:36]3[CH:37]=[C:38]([C:42]5[N:43]=[C:44]([C@@H:47]6[CH2:52][C@@H:51]7[C@@H:49]([CH2:50]7)[NH:48]6)[NH:45][CH:46]=5)[CH:39]=[CH:40][CH:41]=3)[CH:30]=[CH:29]4)[N:25]=1)[NH:15]2. Procedure: TFA (2 mL, 26.0 mmol) was added to a solution of tert-butyl (1R,3S,5R)-3-(4-(3-(6-(2-((1S,3R,5S)-2-(tert-butoxycarbonyl)-2-azabicyclo[3.1.0]hex-3-yl)-1H-imidazol-4-yl)-2-naphthyl)phenyl)-1H-imidazol-2-yl)-2-azabicyclo[3.1.0]hexane-2-carboxylate (130 mg, 0.20 mmol) in DCM (2 mL) and the mixture was stirred for 2 h at RT. The volatiles were removed under vacuum and the crude product was purified by prep HPLC (methanol/water, 0.1% TFA) to yield a TFA salt of (1R,3S,5R)-3-(4-(3-(6-(2-((1S,3R,5S)-2-a... Starting materials: CN(C)c1ccccc1CC(=O)O, Cl, OC1CCC(c2ccccc2)(c2ccccc2)C2CNCC12. Product: CN(C)c1ccccc1CC(=O)N1CC2C(O)CCC(c3ccccc3)(c3ccccc3)C2C1. RXN SMILES: [CH3:1][N:2]([c:3]1[c:4]([CH2:9][C:10](=[O:11])[OH:12])[cH:5][cH:6][cH:7][cH:8]1)[CH3:13].[ClH:14].[c:15]1([C:21]2([c:31]3[cH:32][cH:33][cH:34][cH:35][cH:36]3)[CH2:22][CH2:23][CH:24]([OH:30])[CH:25]3[CH2:26][NH:27][CH2:28][CH:29]23)[cH:16][cH:17][cH:18][cH:19][cH:20]1>>[CH3:1][N:2]([c:3]1[c:4]([CH2:9][C:10](=[O:12])[N:27]2[CH2:26][CH:25]3[CH:24]([OH:30])[CH2:23][CH2:22][C:21]([c:15]4[cH:16][cH:17][cH:18][cH:19][cH:20]4)([c:31]4[cH:32][cH:33][cH:34][cH:35][cH:36]4)[CH:29]3[CH2:28]2)[cH:5][cH:6][cH:7][cH:8]1)[CH3:13]. The reactants are CC(C)(C)OC(=O)NC(Cc1ccccc1)C(O)CC(OC1CCCC1)S(=O)(=O)c1ccc2nccnc2c1, O=C(O)C(F)(F)F. Product: NC(Cc1ccccc1)C(O)CC(OC1CCCC1)S(=O)(=O)c1ccc2nccnc2c1. Reaction SMILES: [CH2:1]([c:2]1[cH:3][cH:4][cH:5][cH:6][cH:7]1)[CH:8]([CH:9]([CH2:10][CH:11]([S:12](=[O:13])(=[O:14])[c:15]1[cH:16][c:17]2[n:18][cH:19][cH:20][n:21][c:22]2[cH:23][cH:24]1)[O:25][CH:26]1[CH2:27][CH2:28][CH2:29][CH2:30]1)[OH:31])[NH:32][C:33](=[O:34])[O:35][C:36]([CH3:37])([CH3:38])[CH3:39].[OH:40][C:41]([C:42]([F:43])([F:44])[F:45])=[O:46]>>[CH2:1]([c:2]1[cH:3][cH:4][cH:5][cH:6][cH:7]1)[CH:8]([CH:9]([CH2:10][CH:11]([S:12](=[O:13])(=[O:14])[c:15]1[cH:16][c:17]2[n:18][cH:19][cH:20][n:21][c:22]2[cH:23][cH:24]1)[O:25][CH:26]1[CH2:27][CH2:28][CH2:29][CH2:30]1)[OH:31])[NH2:32]. The reactants are C=CCOC(=O)OCc1ccccc1C(=O)O, CN(C)C=O, Cc1ccccc1, O=C(Cl)C(=O)Cl, ClCCl. Product: C=CCOC(=O)OCc1ccccc1C(=O)Cl. RXN SMILES: [CH2:1]([CH:2]=[CH2:3])[O:4][C:5](=[O:6])[O:7][CH2:8][c:9]1[c:10]([C:11](=[O:12])[OH:13])[cH:14][cH:15][cH:16][cH:17]1.[CH3:18][N:19]([CH3:20])[CH:21]=[O:22].[CH3:29][c:30]1[cH:31][cH:32][cH:33][cH:34][cH:35]1.[Cl:23][C:24]([C:25]([Cl:26])=[O:27])=[O:28].[Cl:36][CH2:37][Cl:38]>>[CH2:1]([CH:2]=[CH2:3])[O:4][C:5](=[O:6])[O:7][CH2:8][c:9]1[c:10]([C:11](=[O:12])[Cl:23])[cH:14][cH:15][cH:16][cH:17]1. Reactants: ClC=1C=C(C=CC1F)NC1=NC=NC2=CC(=C(C=C12)[N+](=O)[O-])OCCCO[Si](C)(C)C(C)(C)C (4-[(3-Chloro-4-fluorophenyl)amino]-7-{3-[(tert-butyl-dimethylsilyl)oxy]propyloxy}-6-nitroquinazoline), [F-].C(CCC)[N+](CCCC)(CCCC)CCCC (tetrabutyl ammonium fluoride), C(Cl)Cl.CO (methylene chloride methanol). Yields the product ClC=1C=C(C=CC1F)NC1=NC=NC2=CC(=C(C=C12)[N+](=O)[O-])OCCCO (4-[(3-Chloro-4-fluorophenyl)amino]-7-(3-hydroxypropyloxy)-6-nitroquinazoline). RXN SMILES: [Cl:1][C:2]1[CH:3]=[C:4]([NH:9][C:10]2[C:19]3[C:14](=[CH:15][C:16]([O:23][CH2:24][CH2:25][CH2:26][O:27][Si](C(C)(C)C)(C)C)=[C:17]([N+:20]([O-:22])=[O:21])[CH:18]=3)[N:13]=[CH:12][N:11]=2)[CH:5]=[CH:6][C:7]=1[F:8].[F-].C([N+](CCCC)(CCCC)CCCC)CCC.C(Cl)Cl.CO>O1CCCC1>[Cl:1][C:2]1[CH:3]=[C:4]([NH:9][C:10]2[C:19]3[C:14](=[CH:15][C:16]([O:23][CH2:24][CH2:25][CH2:26][OH:27])=[C:17]([N+:20]([O-:22])=[O:21])[CH:18]=3)[N:13]=[CH:12][N:11]=2)[CH:5]=[CH:6][C:7]=1[F:8] |f:1.2,3.4|. Solvent: O1CCCC1 (tetrahydrofuran). Reported procedure: Prepared from 4-[(3-Chloro-4-fluorophenyl)amino]-7-{3-[(tert-butyl-dimethylsilyl)oxy]propyloxy}-6-nitroquinazoline by splitting off the protective silyl group with tetrabutyl ammonium fluoride in tetrahydrofuran. Yield: 94% of theory; Rf value: 0.61 (silica gel, methylene chloride/methanol/concentrated aqueous ammonia solution=90:10:0.1); mass spectrum (ESI−): m/z=391, 393 [M−H]−. The yield is 94.0%. Starting materials: ClC1=CC=CC(=N1)C (6-chloro-2-picoline), FC1=CC=C(C(=O)OCC)C=C1 (ethyl 4-fluorobenzoate), C[Si](C)(C)[N-][Si](C)(C)C.[Li+] (lithium bis(trimethylsilyl)amide). Run in O1CCCC1 (tetrahydrofuran). Conditions: temperature 45 celsius. The product is ClC1=CC=CC(=N1)CC(=O)C1=CC=C(C=C1)F (2-(6-chloro-2-pyridinyl)-1-(4-fluorophenyl)ethanone). The yield is 65.8%. RXN SMILES: [Cl:1][C:2]1[N:7]=[C:6]([CH3:8])[CH:5]=[CH:4][CH:3]=1.[F:9][C:10]1[CH:20]=[CH:19][C:13]([C:14](OCC)=[O:15])=[CH:12][CH:11]=1.C[Si]([N-][Si](C)(C)C)(C)C.[Li+]>O1CCCC1>[Cl:1][C:2]1[N:7]=[C:6]([CH2:8][C:14]([C:13]2[CH:19]=[CH:20][C:10]([F:9])=[CH:11][CH:12]=2)=[O:15])[CH:5]=[CH:4][CH:3]=1 |f:2.3|. Procedure details: To a cold (0° C.) solution of 6-chloro-2-picoline (21.4 mL, 196.0 mmol) and ethyl 4-fluorobenzoate (57.5 mL, 391.2 mmol) in tetrahydrofuran (311 mL) was added lithium bis(trimethylsilyl)amide (391 mL, 1.0 M in tetrahydrofuran, 391.0 mmol) dropwise via a pressure equalizing funnel over 1 hour. Upon complete addition, the cold bath was removed and the resultant solution was heated to 45° C. for 15 hours. The mixture was cooled to room temperature and quenched by the addition of water. Ether was ad...